Dataset: the Open Reaction Database (ORD), a public repository of structured organic reaction records. Task: describe an organic reaction: reactants, conditions, products, and yield Reactants: N(=O)OS(O)(=O)=O (nitrosylsulfuric acid), N(=O)[O-].[Na+] (sodium nitrite), S(O)(O)(=O)=O (sulfuric acid), NC1=C(C=C2C(OC(C2=C1)(F)F)(F)F)Cl (6-amino-5-chloro-1,1,3,3-tetrafluoro-1,3-dihydroisobenzofuran), C(C)(=O)[O-].[Na+] (sodium acetate), C(#N)C(C(=O)OC)CC#N (methyl 2,3-dicyanopropionate), C(#N)C(C(=O)OCC)CC#N (ethyl 2,3-dicyanopropionate). Solvent: C(C)(=O)O (acetic acid), O (water). Reaction conditions: time 30 minute. The product is NC1=CC(=NN1C=1C=C2C(OC(C2=CC1Cl)(F)F)(F)F)C#N (5-amino-1-(6-chloro-1,1,3,3-tetrafluoro-1,3-dihydroisobenzofuran-5-yl)-3-cyanopyrazole). Reaction SMILES: [NH2:1][C:2]1[CH:10]=[C:9]2[C:5]([C:6]([F:14])([F:13])[O:7][C:8]2([F:12])[F:11])=[CH:4][C:3]=1[Cl:15].N(OS(=O)(=O)O)=O.N([O-])=O.[Na+].S(=O)(=O)(O)O.C([O-])(=O)C.[Na+].[C:37]([CH:39]([CH2:44][C:45]#[N:46])C(OC)=O)#[N:38].C(C(CC#N)C(OCC)=O)#[N:48]>C(O)(=O)C.O>[NH2:46][C:45]1[N:1]([C:2]2[CH:10]=[C:9]3[C:5](=[CH:4][C:3]=2[Cl:15])[C:6]([F:14])([F:13])[O:7][C:8]3([F:11])[F:12])[N:48]=[C:39]([C:37]#[N:38])[CH:44]=1 |f:2.3,5.6|. Reported procedure: To a solution wherein 6-amino-5-chloro-1,1,3,3-tetrafluoro-1,3-dihydroisobenzofuran (2.41 g, 10.0 mmol) is in acetic acid (30 ml), a nitrosylsulfuric acid solution prepared from sodium nitrite (760 mg, 11.0 mmol) and concentrated sulfuric acid (5.5 ml) was added dropwise at 10 to 15° C. over a period of about 10 minutes. The reaction solution was added dropwise to a mixture consisting of sodium acetate (7 g) and a 1:1 mixture (1.45 g) of methyl 2,3-dicyanopropionate and ethyl 2,3-dicyanopropiona... Reactants: [Br-], CC[Mg+], C1CCOC1, COc1cnc(-n2cnc(CO)n2)c2[nH]ccc12, CCOC(=O)C(=O)Cl, c1ccncc1. As a reaction SMILES: [Br-:19].[CH2:20]([Mg+:21])[CH3:22].[CH2:37]1[O:38][CH2:39][CH2:40][CH2:41]1.[CH3:1][O:2][c:3]1[c:4]2[c:5]([c:6](-[n:9]3[n:10][c:11]([CH2:14][OH:15])[n:12][cH:13]3)[n:7][cH:8]1)[nH:16][cH:17][cH:18]2.[Cl:29][C:30]([C:31](=[O:32])[O:33][CH2:34][CH3:35])=[O:36].[cH:23]1[cH:24][cH:25][n:26][cH:27][cH:28]1>>[CH3:1][O:2][c:3]1[c:4]2[c:5]([c:6](-[n:9]3[n:10][c:11]([CH2:14][OH:15])[n:12][cH:13]3)[n:7][cH:8]1)[nH:16][cH:17][c:18]2[C:30]([C:31](=[O:32])[O:33][CH2:34][CH3:35])=[O:36]. The product is CCOC(=O)C(=O)c1c[nH]c2c(-n3cnc(CO)n3)ncc(OC)c12. Reactants: C(C)OC(=O)[C@H]1[C@@H](C[C@@H](C1)OS(=O)(=O)C)C(NCC#N)=O ((1R,2R,4S)-2-(cyanomethyl-carbamoyl)-4-methanesulfonyloxy-cyclopentanecarboxylic acid ethyl ester), ClC1=CC(=C(C=C1)S)C (4-chloro-2-methyl-benzenethiol). The product is C(C)OC(=O)[C@H]1[C@@H](C[C@H](C1)SC1=C(C=C(C=C1)Cl)C)C(NCC#N)=O ((1R,2R,4R)-4-(4-Chloro-2-methyl-phenylsulfanyl)-2-(cyanomethyl-carbamoyl)-cyclopentanecarboxylic acid ethyl ester). RXN SMILES: [CH2:1]([O:3][C:4]([C@@H:6]1[CH2:10][C@@H:9](OS(C)(=O)=O)[CH2:8][C@H:7]1[C:16](=[O:21])[NH:17][CH2:18][C:19]#[N:20])=[O:5])[CH3:2].[Cl:22][C:23]1[CH:28]=[CH:27][C:26]([SH:29])=[C:25]([CH3:30])[CH:24]=1>>[CH2:1]([O:3][C:4]([C@@H:6]1[CH2:10][C@H:9]([S:29][C:26]2[CH:27]=[CH:28][C:23]([Cl:22])=[CH:24][C:25]=2[CH3:30])[CH2:8][C@H:7]1[C:16](=[O:21])[NH:17][CH2:18][C:19]#[N:20])=[O:5])[CH3:2]. Reported procedure: The reaction of (1R,2R,4S)-2-(cyanomethyl-carbamoyl)-4-methanesulfonyloxy-cyclopentanecarboxylic acid ethyl ester with 4-chloro-2-methyl-benzenethiol performed in analogy to example 1, step 5, yielded the title compound as a colorless solid. MS: 381.4 (M+H)+. Starting materials: C1(=CC=CC=C1)CC(=O)N1C=2C(C(NC3=C1C=CC=C3)=O)=CSC2 (4,9-dihydro-4-phenylacetyl-10H-thieno[3,4-b][1,5]benzodiazepin-10-one), B#B (diborane), Cl (hydrochloric acid). Solvent: O1CCCC1 (tetrahydrofuran), O1CCCC1 (tetrahydrofuran). The product is Cl.C(CC1=CC=CC=C1)N1C=2C(CNC3=C1C=CC=C3)=CSC2 (9,10-Dihydro-4-phenethyl-4H-thieno[3,4-b][1,5]benzodiazepine hydrochloride). RXN SMILES: [C:1]1([CH2:7][C:8]([N:10]2[C:16]3[CH:17]=[CH:18][CH:19]=[CH:20][C:15]=3[NH:14][C:13](=O)[C:12]3=[CH:22][S:23][CH:24]=[C:11]23)=O)[CH:6]=[CH:5][CH:4]=[CH:3][CH:2]=1.B#B.[ClH:27]>O1CCCC1>[ClH:27].[CH2:8]([N:10]1[C:16]2[CH:17]=[CH:18][CH:19]=[CH:20][C:15]=2[NH:14][CH2:13][C:12]2=[CH:22][S:23][CH:24]=[C:11]12)[CH2:7][C:1]1[CH:2]=[CH:3][CH:4]=[CH:5][CH:6]=1 |f:4.5|. Procedure details: A 6.12 g. portion of 4,9-dihydro-4-phenylacetyl-10H-thieno[3,4-b][1,5]benzodiazepin-10-one is suspended in 100 ml. of tetrahydrofuran under argon and stirred with cooling in an ice bath. To this is added 90 ml. of 1 M diborane in tetrahydrofuran over a period of 10 minutes. The mixture is then stirred at room temperature until solution is complete, refluxed for 18 hours, cooled and 45 ml. of 6 N hydrochloric acid is added. The tetrahydrofuran is removed in vacuo and 75 ml. of 5 N sodium hydroxid... The reactants are FC=1C=C(C=C(C1NS(=O)(=O)C)F)C(C)NC(=O)C=1N=C(OC1)Cl (2-Chloro-oxazole-4-carboxylic acid [1-(3,5-difluoro-4-methanesulfonylamino-phenyl)-ethyl]-amide), C(=C)(C)C=1C=C(C=C(C1)C(F)(F)F)O (3-isopropenyl-5-trifluoromethyl-phenol). The yield is 84.6%. Procedure: 2-Chloro-oxazole-4-carboxylic acid [1-(3,5-difluoro-4-methanesulfonylamino-phenyl)-ethyl]-amide (50 mg, 0.13 mmol) was reacted with 3-isopropenyl-5-trifluoromethyl-phenol (54 mg, 0.26 mmol) to give the title compound (60 mg, 85%) after purification by column chromatography (gradient 12% to 100% EtOAc in n-hexane). The product is FC=1C=C(C=C(C1NS(=O)(=O)C)F)C(C)NC(=O)C=1N=C(OC1)OC1=CC(=CC(=C1)C(F)(F)F)C(=C)C (2-(3-Isopropenyl-5-trifluoromethyl-phenoxy)-oxazole-4-carboxylic acid [1-(3,5-difluoro-4-methanesulfonylamino-phenyl)-ethyl]-amide). As a reaction SMILES: [F:1][C:2]1[CH:3]=[C:4]([CH:14]([NH:16][C:17]([C:19]2[N:20]=[C:21](Cl)[O:22][CH:23]=2)=[O:18])[CH3:15])[CH:5]=[C:6]([F:13])[C:7]=1[NH:8][S:9]([CH3:12])(=[O:11])=[O:10].[C:25]([C:28]1[CH:29]=[C:30]([OH:38])[CH:31]=[C:32]([C:34]([F:37])([F:36])[F:35])[CH:33]=1)([CH3:27])=[CH2:26]>>[F:1][C:2]1[CH:3]=[C:4]([CH:14]([NH:16][C:17]([C:19]2[N:20]=[C:21]([O:38][C:30]3[CH:31]=[C:32]([C:34]([F:35])([F:36])[F:37])[CH:33]=[C:28]([C:25]([CH3:27])=[CH2:26])[CH:29]=3)[O:22][CH:23]=2)=[O:18])[CH3:15])[CH:5]=[C:6]([F:13])[C:7]=1[NH:8][S:9]([CH3:12])(=[O:11])=[O:10]. Starting materials: OC(CNC1CCc2ccccc2C1)COc1cccc2c1CCC2, CCO, Cl, c1cc2c(c(OCC3CO3)c1)CCC2. The product is NC1CCc2ccccc2C1. As a reaction SMILES: [CH2:16]1[CH:17]([NH:26][CH2:27][CH:28]([OH:29])[CH2:30][O:31][c:32]2[cH:33][cH:34][cH:35][c:36]3[c:37]2[CH2:38][CH2:39][CH2:40]3)[CH2:18][CH2:19][c:20]2[cH:21][cH:22][cH:23][cH:24][c:25]21.[CH3:41][CH2:42][OH:43].[ClH:15].[O:1]1[CH2:2][CH:3]1[CH2:4][O:5][c:6]1[cH:7][cH:8][cH:9][c:10]2[c:11]1[CH2:12][CH2:13][CH2:14]2>>[CH2:16]1[CH:17]([NH2:26])[CH2:18][CH2:19][c:20]2[cH:21][cH:22][cH:23][cH:24][c:25]21.